From a dataset of the Open Reaction Database (ORD), a public repository of structured organic reaction records. describe an organic reaction: reactants, conditions, products, and yield Starting materials: CCCCCCCCC(CO)CCCCCC, CC(C)=O, O=C(Cl)Cl, O=C=O. Product: CCCCCCCCC(CCCCCC)COC(=O)Cl. Reaction SMILES: [CH2:1]([CH2:2][CH2:3][CH2:4][CH2:5][CH3:6])[CH:7]([CH2:8][OH:9])[CH2:10][CH2:11][CH2:12][CH2:13][CH2:14][CH2:15][CH2:16][CH3:17].[CH3:25][C:26](=[O:27])[CH3:28].[Cl:18][C:19]([Cl:20])=[O:21].[O:22]=[C:23]=[O:24]>>[CH2:1]([CH2:2][CH2:3][CH2:4][CH2:5][CH3:6])[CH:7]([CH2:8][O:9][C:19]([Cl:18])=[O:21])[CH2:10][CH2:11][CH2:12][CH2:13][CH2:14][CH2:15][CH2:16][CH3:17]. Procedure: To a solution of 2-(8-cyano-1-oxo-3-phenyl-1,2-dihydropyrido[3,4-b]indol-2-yl)-N-(3,3,3-trifluoro-2-hydroxy-1-isopropylpropyl)acetamide (0.5 g) and sodium hypophosphite hydrate (0.35 g) in pyridine (3 mL), acetic acid (1.5 mL), and H2O (1.5 mL) was added a small amount of Raney nickel (50% slurry in water, pH greater than 9) and the resulting mixture was heated at 60° C. for 1 hour. Additional sodium hypophosphite hydrate (0.1 g) was added and the mixture was heated at 60° C. for 1 hour. The rea... Yield: 79.8%. RXN SMILES: [C:1]([C:3]1[CH:4]=[CH:5][CH:6]=[C:7]2[C:11]=1[NH:10][C:9]1[C:12](=[O:36])[N:13]([CH2:22][C:23]([NH:25][CH:26]([CH:33]([CH3:35])[CH3:34])[CH:27]([OH:32])[C:28]([F:31])([F:30])[F:29])=[O:24])[C:14]([C:16]3[CH:21]=[CH:20][CH:19]=[CH:18][CH:17]=3)=[CH:15][C:8]2=1)#N.O.[PH2]([O-])=[O:39].[Na+].O>N1C=CC=CC=1.C(O)(=O)C.[Ni].CO>[CH:1]([C:3]1[CH:4]=[CH:5][CH:6]=[C:7]2[C:11]=1[NH:10][C:9]1[C:12](=[O:36])[N:13]([CH2:22][C:23]([NH:25][CH:26]([CH:33]([CH3:35])[CH3:34])[C:27](=[O:32])[C:28]([F:31])([F:29])[F:30])=[O:24])[C:14]([C:16]3[CH:17]=[CH:18][CH:19]=[CH:20][CH:21]=3)=[CH:15][C:8]2=1)=[O:39] |f:1.2.3|. Starting materials: O.[PH2](=O)[O-].[Na+] (sodium hypophosphite hydrate), C(#N)C=1C=CC=C2C3=C(NC12)C(N(C(=C3)C3=CC=CC=C3)CC(=O)NC(C(C(F)(F)F)O)C(C)C)=O (2-(8-cyano-1-oxo-3-phenyl-1,2-dihydropyrido[3,4-b]indol-2-yl)-N-(3,3,3-trifluoro-2-hydroxy-1-isopropylpropyl)acetamide), O.[PH2](=O)[O-].[Na+] (sodium hypophosphite hydrate), O (H2O). The solvent is CO (methanol), N1=CC=CC=C1 (pyridine), C(C)(=O)O (acetic acid). The product is C(=O)C=1C=CC=C2C3=C(NC12)C(N(C(=C3)C3=CC=CC=C3)CC(=O)NC(C(C(F)(F)F)=O)C(C)C)=O (2-(8-Formyl-1-oxo-3-phenyl-1,2-dihydropyrido[3,4-b]indol2-yl)-N-(3,3,3-trifluoro-1-isopropyl-2-oxopropyl)acetamide). The reagents and catalysts are [Ni] (Raney nickel). Run at temperature 60 celsius. Starting materials: O=Cc1ccc(-c2nc3ccc(C4(c5ccccc5)CC4)nc3s2)c(F)c1, O=C(O)C1CCCN1. Yields the product O=C(O)C1CCCN1Cc1ccc(-c2nc3ccc(C4(c5ccccc5)CC4)nc3s2)c(F)c1. RXN SMILES: [F:1][c:2]1[cH:3][c:4]([CH:5]=[O:6])[cH:7][cH:8][c:9]1-[c:10]1[s:11][c:12]2[n:13][c:14]([C:19]3([c:22]4[cH:23][cH:24][cH:25][cH:26][cH:27]4)[CH2:20][CH2:21]3)[cH:15][cH:16][c:17]2[n:18]1.[NH:28]1[CH:29]([C:30](=[O:31])[OH:32])[CH2:33][CH2:34][CH2:35]1>>[F:1][c:2]1[cH:3][c:4]([CH2:5][N:28]2[CH:29]([C:30](=[O:31])[OH:32])[CH2:33][CH2:34][CH2:35]2)[cH:7][cH:8][c:9]1-[c:10]1[s:11][c:12]2[n:13][c:14]([C:19]3([c:22]4[cH:23][cH:24][cH:25][cH:26][cH:27]4)[CH2:20][CH2:21]3)[cH:15][cH:16][c:17]2[n:18]1. Reactants: CN(C(=O)C12CC3CC(CC(C1)C3)C2)[C@@H]2CNCC2 ((S)-N-Methyl-N-(pyrrolidin-3-yl)-1-adamantanecarboxamide), BrCCC1=CC=CC=C1 ((2-bromoethyl)benzene). The product is CN(C(=O)C12CC3CC(CC(C1)C3)C2)[C@@H]2CN(CC2)CCC2=CC=CC=C2 ((S)-N-methyl-N-(1-(2-phenylethyl)pyrrolidin-3-yl)-1-adamantanecarboxamide). RXN SMILES: [CH3:1][N:2]([C@H:15]1[CH2:19][CH2:18][NH:17][CH2:16]1)[C:3]([C:5]12[CH2:14][CH:9]3[CH2:10][CH:11]([CH2:13][CH:7]([CH2:8]3)[CH2:6]1)[CH2:12]2)=[O:4].Br[CH2:21][CH2:22][C:23]1[CH:28]=[CH:27][CH:26]=[CH:25][CH:24]=1>>[CH3:1][N:2]([C@H:15]1[CH2:19][CH2:18][N:17]([CH2:21][CH2:22][C:23]2[CH:28]=[CH:27][CH:26]=[CH:25][CH:24]=2)[CH2:16]1)[C:3]([C:5]12[CH2:14][CH:9]3[CH2:10][CH:11]([CH2:13][CH:7]([CH2:8]3)[CH2:6]1)[CH2:12]2)=[O:4]. Procedure details: (S)-N-Methyl-N-(pyrrolidin-3-yl)-1-adamantanecarboxamide and (2-bromoethyl)benzene were reacted under the same conditions as in Example 1 to give (S)-N-methyl-N-(1-(2-phenylethyl)pyrrolidin-3-yl)-1-adamantanecarboxamide. The reactants are CC1=NC=CC=C1CSC1=NC=C(C=C1)[N+](=O)[O-] (2-methyl-3-[[(5-nitro-2-pyridinyl)sulfanyl]methyl]pyridine), aqueous solution, [Cl-].[Ca+2].[Cl-] (calcium chloride), reduced iron, C(C)O (ethanol). Product: CC1=NC=CC=C1CSC1=CC=C(N)C=C1 (4-[[(2-methyl-3-pyridinyl)methyl]sulfanyl]aniline). Procedure: To 2-methyl-3-[[(5-nitro-2-pyridinyl)sulfanyl]methyl]pyridine (4.0 g) was added 85% aqueous solution of ethanol (80 ml), calcium chloride (0.86 g) and reduced iron (4.3 g) were added to the mixture, and the mixture was heated to reflux for 3 hours. After allowing the mixture to be cooled to room temperature, and the solvent was removed under reduced pressure. The mixture was filtered with. Celite, and washed with ethyl acetate. The organic layer was washed with saturated brine, and dried over ma... RXN SMILES: [CH3:1][C:2]1[C:7]([CH2:8][S:9][C:10]2[CH:15]=[CH:14][C:13]([N+:16]([O-])=O)=[CH:12]N=2)=[CH:6][CH:5]=[CH:4][N:3]=1.[Cl-].[Ca+2].[Cl-].[CH2:22](O)C>>[CH3:1][C:2]1[C:7]([CH2:8][S:9][C:10]2[CH:15]=[CH:14][C:13]([NH2:16])=[CH:12][CH:22]=2)=[CH:6][CH:5]=[CH:4][N:3]=1 |f:1.2.3|. Starting materials: CC(=O)O, CON(C)Cc1nc(NC(=O)NCc2cccc(F)c2)sc1F, O, [Zn]. Product: CNCc1nc(NC(=O)NCc2cccc(F)c2)sc1F. RXN SMILES: [CH3:24][C:25](=[O:26])[OH:27].[F:1][c:2]1[cH:3][c:4]([CH2:5][NH:6][C:7]([NH:8][c:9]2[s:10][c:11]([F:19])[c:12]([CH2:14][N:15]([CH3:16])[O:17][CH3:18])[n:13]2)=[O:20])[cH:21][cH:22][cH:23]1.[OH2:28].[Zn:29]>>[F:1][c:2]1[cH:3][c:4]([CH2:5][NH:6][C:7]([NH:8][c:9]2[s:10][c:11]([F:19])[c:12]([CH2:14][NH:15][CH3:16])[n:13]2)=[O:20])[cH:21][cH:22][cH:23]1. Reactants: NC1=NC=CC=C1CC1=CC=CC=C1 (2-amino-3-benzylpyridine), COC(C(=O)OC)OC (methyl 2,2-dimethoxyacetate). Solvent: N (ammonia). The product is COC(=O)C1C2=C(CC3=C(N1)N=CC=C3)C=CC=C2 (10,11-dihydro-5H-benzo[e]pyrido[2,3-b]azepine-10-carboxylic acid methyl ester). The yield is 337.0%. RXN SMILES: [NH2:1][C:2]1[C:7]([CH2:8][C:9]2[CH:14]=[CH:13][CH:12]=[CH:11][CH:10]=2)=[CH:6][CH:5]=[CH:4][N:3]=1.[CH3:15][O:16][CH:17]([O:22]C)[C:18](OC)=O>N>[CH3:15][O:16][C:17]([CH:18]1[NH:1][C:2]2[N:3]=[CH:4][CH:5]=[CH:6][C:7]=2[CH2:8][C:9]2[CH:14]=[CH:13][CH:12]=[CH:11][C:10]1=2)=[O:22]. Procedure details: A mixture of 2-amino-3-benzylpyridine (18.3 g, 99.4 mmol; crude) and methyl 2,2-dimethoxyacetate (22 g, 21.6 mmol, 1.9 eq.) in a 250 ml round-bottomed flask was treated at room temperature with concentrated, sulphuric acid (50 ml) by quick addition while stirring. A vigorous exothermic reaction took place. After stirring for 30 minutes the dark mixture was poured on ice water (1000 ml). Concentrated ammonia (25% aq.; 250 ml) was added to basify the mixture. Extraction with dichloromethane (2×150... Reactants: BrC1=CC=2N(C(=C1)N)N=C(N2)C=2OC=CC2 (7-bromo-2-furan-2-yl-[1,2,4]triazolo[1,5-a]pyridin-5-ylamine), BrC1=CC=C(C=C1)O (p-bromo-phenol), CS2CO3. The solvent is CN1C(CCC1)=O (N-methyl-pyrrolidon). Product: BrC1=CC=C(OC2=CC=3N(C(=C2)N)N=C(N3)C=3OC=CC3)C=C1 (7-(4-Bromo-phenoxy)-2-furan-2-yl-[1,2,4]triazolo[1,5-a]pyridin-5-ylamine). Reaction SMILES: Br[C:2]1[CH:7]=[C:6]([NH2:8])[N:5]2[N:9]=[C:10]([C:12]3[O:13][CH:14]=[CH:15][CH:16]=3)[N:11]=[C:4]2[CH:3]=1.[Br:17][C:18]1[CH:23]=[CH:22][C:21]([OH:24])=[CH:20][CH:19]=1>CN1CCCC1=O>[Br:17][C:18]1[CH:23]=[CH:22][C:21]([O:24][C:2]2[CH:7]=[C:6]([NH2:8])[N:5]3[N:9]=[C:10]([C:12]4[O:13][CH:14]=[CH:15][CH:16]=4)[N:11]=[C:4]3[CH:3]=2)=[CH:20][CH:19]=1. Procedure details: A mixture of 1 eq. 7-bromo-2-furan-2-yl-[1,2,4]triazolo[1,5-a]pyridin-5-ylamine, 5 eq. p-bromo-phenol and a catalytic amount of CS2CO3 in 200 μl N-methyl-pyrrolidon was heated for 2 h to 160°. The mixture was, after filtration, purified with reversed phase column chromatography eluting with an acetonitrile/water gradient yielding the title compound, MS m/e (%): 371 M+ (100%). Starting materials: FC(C=1C=C(CN(C=2N=NN(N2)C)CC2=C(C=CC(=C2)C(F)(F)F)C(C)(O)C2CCC2)C=C(C1)C(F)(F)F)(F)F (1-(2-(((3,5-bis(trifluoromethyl)benzyl)(2-methyl-2H-tetrazol-5-yl)amino)methyl)-4-(trifluoromethyl)phenyl)-1-cyclobutylethanol), [H-].[Na+] (sodium hydride), IC (Iodomethane). Solvent: O1CCCC1 (tetrahydrofuran). Run at time 10 minute. Yields the product C1(CCC1)C(C)(OC)C1=C(CN(C=2N=NN(N2)C)CC2=CC(=CC(=C2)C(F)(F)F)C(F)(F)F)C=C(C=C1)C(F)(F)F (N-(2-(1-cyclobutyl-1-methoxyethyl)-5-(trifluoromethyl)benzyl)-N-(3,5-bis(trifluoromethyl)benzyl)-2-methyl-2H-tetrazol-5-amine). The yield is 79.5%. Reaction SMILES: [F:1][C:2]([F:40])([F:39])[C:3]1[CH:4]=[C:5]([CH:32]=[C:33]([C:35]([F:38])([F:37])[F:36])[CH:34]=1)[CH2:6][N:7]([CH2:14][C:15]1[CH:20]=[C:19]([C:21]([F:24])([F:23])[F:22])[CH:18]=[CH:17][C:16]=1[C:25]([CH:28]1[CH2:31][CH2:30][CH2:29]1)([OH:27])[CH3:26])[C:8]1[N:9]=[N:10][N:11]([CH3:13])[N:12]=1.[H-].[Na+].I[CH3:44]>O1CCCC1>[CH:28]1([C:25]([C:16]2[CH:17]=[CH:18][C:19]([C:21]([F:24])([F:23])[F:22])=[CH:20][C:15]=2[CH2:14][N:7]([CH2:6][C:5]2[CH:4]=[C:3]([C:2]([F:1])([F:39])[F:40])[CH:34]=[C:33]([C:35]([F:36])([F:37])[F:38])[CH:32]=2)[C:8]2[N:9]=[N:10][N:11]([CH3:13])[N:12]=2)([O:27][CH3:44])[CH3:26])[CH2:31][CH2:30][CH2:29]1 |f:1.2|. Procedure: To a solution of 1-(2-(((3,5-bis(trifluoromethyl)benzyl)(2-methyl-2H-tetrazol-5-yl)amino)methyl)-4-(trifluoromethyl)phenyl)-1-cyclobutylethanol (22 mg; 0.038 mmol) in tetrahydrofuran (1.5 mL) was added sodium hydride (10 mg; 0.25 mmol; 60% dispersion in mineral oil). The reaction was stirred for 10 minutes. Iodomethane (0.05 mL; 0.80 mmol) was added. The reaction was stirred at room temperature for 16 hours. The reaction was quenched with water. The mixture was diluted with ethyl acetate and fil... Starting materials: CC(C)([O-])C.[K+] (Potassium t-butoxide), C1(CCCC1)=NO (cyclopentanone oxime), FC1=CC=C(C=C1)[N+](=O)[O-] (1-fluoro-4-nitrobenzene). Run in CN(C)C=O (DMF). Conditions: time 20 minute. The product is [N+](=O)([O-])C1=CC=C(C=C1)ON=C1CCCC1 (cyclopentanone O-(4-nitro-phenyl)-oxime). Yield: 77.2%. As a reaction SMILES: CC(C)([O-])C.[K+].[C:7]1(=[N:12][OH:13])[CH2:11][CH2:10][CH2:9][CH2:8]1.F[C:15]1[CH:20]=[CH:19][C:18]([N+:21]([O-:23])=[O:22])=[CH:17][CH:16]=1>CN(C=O)C>[N+:21]([C:18]1[CH:19]=[CH:20][C:15]([O:13][N:12]=[C:7]2[CH2:11][CH2:10][CH2:9][CH2:8]2)=[CH:16][CH:17]=1)([O-:23])=[O:22] |f:0.1|. Reported procedure: The core molecule was synthesized following method A. Potassium t-butoxide (12 g, 110 mmol) was added in portions to a cooled (0° C.) solution of cyclopentanone oxime (9.9 g, 100 mmol) in DMF (150 mL). The cooled reaction mixture was stirred for 20 minutes and then 1-fluoro-4-nitrobenzene (14 g, 100 mmol) was added in portions. The reaction mixture was stirred at ˜10° C. for 30 minutes and then allowed to warm to room temperature and stirred for an additional 4 hours. The reaction mixture was co...